This data is from the Open Reaction Database (ORD), a public repository of structured organic reaction records. The task is: describe an organic reaction: reactants, conditions, products, and yield The reactants are NC=1C(N(C(N(C1N)CCC)=O)CCC)=O (5,6-diamino-1,3-dipropyluracil), COC1=C(C=CC(=O)O)C=CC(=C1OC)OC (2,3,4-trimethoxycinnamic acid). Yields the product C(CC)N1C(=O)N(C=2N=C(NC2C1=O)\C=C\C1=C(C(=C(C=C1)OC)OC)OC)CCC ((E)-1,3-Dipropyl-8-(2,3,4-trimethoxystyryl)xanthine). Yield: 48.5%. RXN SMILES: [NH2:1][C:2]1[C:3](=[O:16])[N:4]([CH2:13][CH2:14][CH3:15])[C:5](=[O:12])[N:6]([CH2:9][CH2:10][CH3:11])[C:7]=1[NH2:8].[CH3:17][O:18][C:19]1[C:29]([O:30][CH3:31])=[C:28]([O:32][CH3:33])[CH:27]=[CH:26][C:20]=1[CH:21]=[CH:22][C:23](O)=O>>[CH2:13]([N:4]1[C:3](=[O:16])[C:2]2[NH:1][C:23](/[CH:22]=[CH:21]/[C:20]3[CH:26]=[CH:27][C:28]([O:32][CH3:33])=[C:29]([O:30][CH3:31])[C:19]=3[O:18][CH3:17])=[N:8][C:7]=2[N:6]([CH2:9][CH2:10][CH3:11])[C:5]1=[O:12])[CH2:14][CH3:15]. Procedure details: Substantially the same procedure as in Reference Example 1 was repeated using 2.00 g (8.85 mmol) of 5,6-diamino-1,3-dipropyluracil and 2.32 g (9.73 mmol) of 2,3,4-trimethoxycinnamic acid. Then, the resultant crude crystals were recrystallized from 2-propanol/water to give 1.84 g (yield 49%) of Compound 20 as pale yellow needles. The reactants are O (water), O\C=C\1/C(C=C2CCN(C[C@]2(C1)C(=O)OC)C(=O)OC(C)(C)C)=O ((R,Z)-2-tert-butyl 8a-methyl 7-(hydroxymethylene)-6-oxo-3,4,6,7,8,8a-hexahydroisoquinoline-2,8a(1H)-dicarboxylate), O.O.O.C(C)(=O)[O-].[Na+] (sodium acetate trihydrate), C1(=CC=CC=C1)NN (phenylhydrazine). Solvent: ClCCl (dichloromethane), C(C)(=O)O (acetic acid). Run at time 30 minute. Product: C1(=CC=CC=C1)N1N=CC2=C1C=C1CCN(C[C@]1(C2)C(=O)OC)C(=O)OC(C)(C)C ((R)-6-tert-butyl 4a-methyl 1-phenyl-4a,5,7,8-tetrahydro-1H-pyrazolo[3,4-g]isoquinoline-4a,6(4H)-dicarboxylate). Isolated yield 52.5%. Reaction SMILES: O/[CH:2]=[C:3]1\[C:4](=O)[CH:5]=[C:6]2[C@:11]([C:13]([O:15][CH3:16])=[O:14])([CH2:12]\1)[CH2:10][N:9]([C:17]([O:19][C:20]([CH3:23])([CH3:22])[CH3:21])=[O:18])[CH2:8][CH2:7]2.O.O.O.C([O-])(=O)C.[Na+].[C:33]1([NH:39][NH2:40])[CH:38]=[CH:37][CH:36]=[CH:35][CH:34]=1.O>C(O)(=O)C.ClCCl>[C:33]1([N:39]2[C:4]3[CH:5]=[C:6]4[C@:11]([C:13]([O:15][CH3:16])=[O:14])([CH2:12][C:3]=3[CH:2]=[N:40]2)[CH2:10][N:9]([C:17]([O:19][C:20]([CH3:21])([CH3:23])[CH3:22])=[O:18])[CH2:8][CH2:7]4)[CH:38]=[CH:37][CH:36]=[CH:35][CH:34]=1 |f:1.2.3.4.5|. Reported procedure: (R,Z)-2-tert-butyl 8a-methyl 7-(hydroxymethylene)-6-oxo-3,4,6,7,8,8a-hexahydroisoquinoline-2,8a(1H)-dicarboxylate (1.09 g, 3.23 mmol) was suspended in acetic acid (20 mL), and sodium acetate trihydrate (0.265 g, 3.23 mmol) and phenylhydrazine (0.318 ml, 3.23 mmol) were added. The reaction mixture was stirred at room temperature for 30 minutes, then water (20 mL) and dichloromethane (20 mL) were added and the phases were separated via a phase separator. The solvent was removed to give an orange o...